The task is: describe an organic reaction: reactants, conditions, products, and yield. This data is from the Open Reaction Database (ORD), a public repository of structured organic reaction records. Reactants: C[O-].[Na+] (sodium methoxide), [Na] (sodium), ClC=1C2=C(N=CN1)NC=C2 (4-chloro-7H-pyrrolo[2,3-d]pyrimidine). The solvent is CO (methanol). Run at temperature 65 celsius, time 16 hour. The product is COC=1C2=C(N=CN1)NC=C2 (4-Methoxy-7H-pyrrolo[-2,3-d]pyrimidine). As a reaction SMILES: [CH3:1][O-:2].[Na+].[Na].Cl[C:6]1[C:7]2[CH:14]=[CH:13][NH:12][C:8]=2[N:9]=[CH:10][N:11]=1>CO>[CH3:1][O:2][C:6]1[C:7]2[CH:14]=[CH:13][NH:12][C:8]=2[N:9]=[CH:10][N:11]=1 |f:0.1,^1:3|. Reported procedure: To a solution of sodium methoxide prepared by adding portion wise the sodium (2 g) in methanol (100 mL) under an inert atmosphere, was added 4-chloro-7H-pyrrolo[2,3-d]pyrimidine (Reference: Gerster, John F.; Hinshaw, Barbara C.; Robins, Roland K.; Townsend, Leroy B. Study of electrophylic substitution in the pyrrolo[2,3-d]pyrimidine ring. J. Heterocycl. Chem. (1969), -(2), 207-13.) (3.5 g). The solution was stirred at 65° C. for 16 hours and then partitioned between ethyl acetate and brine. The ...